From a dataset of the Open Reaction Database (ORD), a public repository of structured organic reaction records. describe an organic reaction: reactants, conditions, products, and yield The reactants are C[O-].[Na+] (sodium methoxide), COC(CN(CCC1=CC=CC=C1)P(=O)(C1=CC=CC=C1)C1=CC=CC=C1)=O (N-(Diphenyl phosphinyl)-N-(2-phenylethyl)glycine methyl ester), Cl.NO (hydroxylamine hydrochloride), methanolic solution, Cl (hydrochloric acid). Run in CO (methanol). Run at time 16 hour. The product is ONC(CN(CCC1=CC=CC=C1)P(=O)(C1=CC=CC=C1)C1=CC=CC=C1)=O (N-hydroxy-2-[[diphenylphosphinyl](2-phenylethyl)-amino]-acetamide). Isolated yield 25.7%. RXN SMILES: C[O:2][C:3](=O)[CH2:4][N:5]([P:14]([C:22]1[CH:27]=[CH:26][CH:25]=[CH:24][CH:23]=1)([C:16]1[CH:21]=[CH:20][CH:19]=[CH:18][CH:17]=1)=[O:15])[CH2:6][CH2:7][C:8]1[CH:13]=[CH:12][CH:11]=[CH:10][CH:9]=1.Cl.[NH2:30][OH:31].C[O-].[Na+].Cl>CO>[OH:31][NH:30][C:3](=[O:2])[CH2:4][N:5]([P:14]([C:22]1[CH:27]=[CH:26][CH:25]=[CH:24][CH:23]=1)([C:16]1[CH:21]=[CH:20][CH:19]=[CH:18][CH:17]=1)=[O:15])[CH2:6][CH2:7][C:8]1[CH:13]=[CH:12][CH:11]=[CH:10][CH:9]=1 |f:1.2,3.4|. Procedure: N-(Diphenyl phosphinyl)-N-(2-phenylethyl)glycine methyl ester (160 mg, 0.41 mmol) is dissolved in methanol (2.5 mL). To this is added hydroxylamine hydrochloride (57 mg, 0.81 mmol), followed by a 2 mmol of a 25% methanolic solution of sodium methoxide. The reaction is stirred for 16 hours, neutralized with 1N hydrochloric acid and concentrated. The crude product is purified by silica gel flash chromatography to give 41.6 mg (26%) of N-hydroxy-2-[[diphenylphosphinyl](2-phenylethyl)-amino]-acetami... The reactants are C(C=C)OC(=O)C=1C=C(COC[C@H](C#N)NC([C@@H](N)CC2=CC(=CC=C2)C)=O)C=CC1 (N-[2-[3-(allyloxycarbonyl)-benzyloxy]-1(S)-cyanoethyl]-3-methyl-L-phenylalaninamide), FC1=CC=C(C=C1)B(O)O (4-fluorophenylboronic acid), cupric acetate, N1=CC=CC=C1 (pyridine). Solvent: C(Cl)Cl (CH2Cl2), C(Cl)Cl (CH2Cl2). Reaction conditions: time 8 hour. Product: C(C=C)OC(=O)C=1C=C(COC[C@H](C#N)NC([C@@H](NC2=CC=C(C=C2)F)CC2=CC(=CC=C2)C)=O)C=CC1 (N-[2-[3-(allyloxycarbonyl)-benzyloxy]-1(S)-cyanoethyl]-3-methyl-Nα-(4-fluorophenyl)-L-phenylalaninamide). RXN SMILES: [CH2:1]([O:4][C:5]([C:7]1[CH:8]=[C:9]([CH:29]=[CH:30][CH:31]=1)[CH2:10][O:11][CH2:12][C@@H:13]([NH:16][C:17](=[O:28])[C@H:18]([CH2:20][C:21]1[CH:26]=[CH:25][CH:24]=[C:23]([CH3:27])[CH:22]=1)[NH2:19])[C:14]#[N:15])=[O:6])[CH:2]=[CH2:3].[F:32][C:33]1[CH:38]=[CH:37][C:36](B(O)O)=[CH:35][CH:34]=1.N1C=CC=CC=1>C(Cl)Cl>[CH2:1]([O:4][C:5]([C:7]1[CH:8]=[C:9]([CH:29]=[CH:30][CH:31]=1)[CH2:10][O:11][CH2:12][C@@H:13]([NH:16][C:17](=[O:28])[C@H:18]([CH2:20][C:21]1[CH:26]=[CH:25][CH:24]=[C:23]([CH3:27])[CH:22]=1)[NH:19][C:36]1[CH:37]=[CH:38][C:33]([F:32])=[CH:34][CH:35]=1)[C:14]#[N:15])=[O:6])[CH:2]=[CH2:3]. Procedure details: To a solution of N-[2-[3-(allyloxycarbonyl)-benzyloxy]-1(S)-cyanoethyl]-3-methyl-L-phenylalaninamide (0.6 g, 1.42 mmol) in CH2Cl2 (15 mL) is added 4-fluorophenylboronic acid (0.398 g, 2.85 mmol), cupric acetate (0.26 g, 1.4 mmol) and pyridine (0.23 mL, 2.85 mmol), and the dark blue solution is stirred overnight at room temp. The solution is then diluted with CH2Cl2 (35 mL), and washed with 1 N HCl (50 mL) and brine (50 mL), then dried (MgSO4), evaporated and chromatographed (silica, 30% EtOAc/he...